Task: describe an organic reaction: reactants, conditions, products, and yield. Dataset: the Open Reaction Database (ORD), a public repository of structured organic reaction records The reactants are COC[C@@]1(CCN(C(O1)=O)[C@@H](C)C1=CC=C(C=C1)B1OC(C(O1)(C)C)(C)C)C1=CC=CC=C1 ((R)-6-(methoxymethyl)-6-phenyl-3-((S)-1-(4-(4,4,5,5-tetramethyl-1,3,2-dioxaborolan-2-yl)phenyl)ethyl)-1,3-oxazinan-2-one), BrC=1C=CC(N(C1)C)=O (5-bromo-1-methylpyridin-2(1H)-one). Yields the product COC[C@@]1(CCN(C(O1)=O)[C@@H](C)C1=CC=C(C=C1)C1=CN(C(C=C1)=O)C)C1=CC=CC=C1 ((R)-6-Methoxymethyl-3-{(S)-1-[4-(1-methyl-6-oxo-1,6-dihydro-pyridin-3-yl)-phenyl]-ethyl}-6-phenyl-[1,3]oxazinan-2-one). RXN SMILES: [CH3:1][O:2][CH2:3][C@@:4]1([C:28]2[CH:33]=[CH:32][CH:31]=[CH:30][CH:29]=2)[O:9][C:8](=[O:10])[N:7]([C@H:11]([C:13]2[CH:18]=[CH:17][C:16](B3OC(C)(C)C(C)(C)O3)=[CH:15][CH:14]=2)[CH3:12])[CH2:6][CH2:5]1.Br[C:35]1[CH:36]=[CH:37][C:38](=[O:42])[N:39]([CH3:41])[CH:40]=1>>[CH3:1][O:2][CH2:3][C@@:4]1([C:28]2[CH:33]=[CH:32][CH:31]=[CH:30][CH:29]=2)[O:9][C:8](=[O:10])[N:7]([C@H:11]([C:13]2[CH:18]=[CH:17][C:16]([C:35]3[CH:36]=[CH:37][C:38](=[O:42])[N:39]([CH3:41])[CH:40]=3)=[CH:15][CH:14]=2)[CH3:12])[CH2:6][CH2:5]1. Reported procedure: The title compound was prepared from (R)-6-(methoxymethyl)-6-phenyl-3-((S)-1-(4-(4,4,5,5-tetramethyl-1,3,2-dioxaborolan-2-yl)phenyl)ethyl)-1,3-oxazinan-2-one and 5-bromo-1-methylpyridin-2(1H)-one following a procedure analogous to that described in Example 76. Mass spectrum (ESI+): m/z=433 [M+H]+ Reactants: FC(F)(F)c1ccc(CBr)cc1, [H-], [Na+], CN(C)C=O, COC(=O)c1cccc(C)c1O. The product is COC(=O)c1cccc(C)c1OCc1ccc(C(F)(F)F)cc1. Reaction SMILES: [F:15][C:16]([c:17]1[cH:18][cH:19][c:20]([CH2:21][Br:22])[cH:23][cH:24]1)([F:25])[F:26].[H-:1].[Na+:2].[O:27]=[CH:28][N:29]([CH3:30])[CH3:31].[OH:3][c:4]1[c:5]([C:6](=[O:7])[O:8][CH3:9])[cH:10][cH:11][cH:12][c:13]1[CH3:14]>>[O:3]([c:4]1[c:5]([C:6](=[O:7])[O:8][CH3:9])[cH:10][cH:11][cH:12][c:13]1[CH3:14])[CH2:21][c:20]1[cH:19][cH:18][c:17]([C:16]([F:15])([F:25])[F:26])[cH:24][cH:23]1. Reactants: OC[C@H]1N(CCC1)CCCOC1=C(C=CC=C1)CC(=O)OC (methyl 2-[3-(2-hydroxymethyl-(S)-1-pyrrolidinyl)propoxy]phenylacetate). Run in Cl (hydrochloric acid). Yields the product OC[C@H]1N(CCC1)CCCOC1=C(C=CC=C1)CC(=O)O (2-[3-(2-hydroxymethyl-(S)-1-pyrrolidinyl)propoxy]phenylacetic acid). Yield: 92.1%. As a reaction SMILES: [OH:1][CH2:2][C@@H:3]1[CH2:7][CH2:6][CH2:5][N:4]1[CH2:8][CH2:9][CH2:10][O:11][C:12]1[CH:17]=[CH:16][CH:15]=[CH:14][C:13]=1[CH2:18][C:19]([O:21]C)=[O:20]>Cl>[OH:1][CH2:2][C@@H:3]1[CH2:7][CH2:6][CH2:5][N:4]1[CH2:8][CH2:9][CH2:10][O:11][C:12]1[CH:17]=[CH:16][CH:15]=[CH:14][C:13]=1[CH2:18][C:19]([OH:21])=[O:20]. Procedure details: A suspension of 1.65 g of methyl 2-[3-(2-hydroxymethyl-(S)-1-pyrrolidinyl)propoxy]phenylacetate in 20 cm3 of 6N hydrochloric acid is refluxed for 3 hours. The reaction mixture is concentrated to dryness under reduced pressure (2.7 kPa). The residue obtained is triturated in ether. 1.45 g of 2-[3-(2-hydroxymethyl-(S)-1-pyrrolidinyl)propoxy]phenylacetic acid are obtained in the form of a brown oil. Starting materials: [BH3-]C#N, CCOC(=O)C(C)(C)Oc1cccc(C(=O)NC2CCNCC2)c1, CCOc1cc(C=O)cc(OCC)c1F, CCN(C(C)C)C(C)C, CC(=O)O, CO, [Na+], [Na+], [Na+], O=C([O-])[O-]. Yields the product CCOC(=O)C(C)(C)Oc1cccc(C(=O)NC2CCN(Cc3cc(OCC)c(F)c(OCC)c3)CC2)c1. Reaction SMILES: [C:53]([BH3-:54])#[N:55].[CH2:1]([CH3:2])[O:3][C:4]([C:5]([CH3:6])([O:7][c:8]1[cH:9][c:10]([C:14]([NH:15][CH:16]2[CH2:17][CH2:18][NH:19][CH2:20][CH2:21]2)=[O:22])[cH:11][cH:12][cH:13]1)[CH3:23])=[O:24].[CH2:25]([CH3:26])[O:27][c:28]1[cH:29][c:30]([CH:31]=[O:32])[cH:33][c:34]([O:37][CH2:38][CH3:39])[c:35]1[F:36].[CH2:40]([N:41]([CH:42]([CH3:43])[CH3:44])[CH:45]([CH3:46])[CH3:47])[CH3:48].[CH3:49][C:50](=[O:51])[OH:52].[CH3:63][OH:64].[Na+:56].[Na+:57].[Na+:58].[O-:59][C:60](=[O:61])[O-:62]>>[CH2:1]([CH3:2])[O:3][C:4]([C:5]([CH3:6])([O:7][c:8]1[cH:9][c:10]([C:14]([NH:15][CH:16]2[CH2:17][CH2:18][N:19]([CH2:31][c:30]3[cH:29][c:28]([O:27][CH2:25][CH3:26])[c:35]([F:36])[c:34]([O:37][CH2:38][CH3:39])[cH:33]3)[CH2:20][CH2:21]2)=[O:22])[cH:11][cH:12][cH:13]1)[CH3:23])=[O:24]. The reactants are NC1=C(C=CC=C1)S(=O)(=O)NC=1C=C(C=C2C=CC=NC12)OC (2-amino-N-(6-methoxyquinolin-8-yl)-benzenesulfonamide), N(=O)OC(C)(C)C (tert-butyl nitrite), NC1=C(C=CC=C1)S(=O)(=O)NC=1C=C(C=C2C=CC=NC12)OC (2-amino-N-(6-methoxyquinolin-8-yl)-benzenesulfonamide), C(C)(=O)O (acetic acid). Yields the product COC1=C2C3=CC=CC=C3S(NC2=C2N=CC=CC2=C1)(=O)=O (11-Methoxy-5H-6-thia-4,5-diaza-chrysene 6,6-dioxide). The yield is 20.3%. RXN SMILES: N[C:2]1[CH:7]=[CH:6][CH:5]=[CH:4][C:3]=1[S:8]([NH:11][C:12]1[CH:13]=[C:14]([O:22][CH3:23])[CH:15]=[C:16]2[C:21]=1[N:20]=[CH:19][CH:18]=[CH:17]2)(=[O:10])=[O:9].C(O)(=O)C.N(OC(C)(C)C)=O>>[CH3:23][O:22][C:14]1[CH:15]=[C:16]2[C:21]([N:20]=[CH:19][CH:18]=[CH:17]2)=[C:12]2[C:13]=1[C:4]1[C:3]([S:8](=[O:10])(=[O:9])[NH:11]2)=[CH:2][CH:7]=[CH:6][CH:5]=1. Reported procedure: In a similar fashion using route 16 general procedure 31, 2-amino-N-(6-methoxyquinolin-8-yl)-benzenesulfonamide (Intermediate 169) (100 mg, 0.30 mmol), acetic acid (0.02 ml, 0.32 mmol) and tert-butyl nitrite (60 mg, 0.61 mmol) gave the title compound (19 mg, 36%) after purification by column chromatography with DCM/n-hexane (9:1-1:0) followed by DCM/MeOH (199:1) gradient elution. Starting materials: [Br-], C1CCOC1, C[Mg+], COC(=O)c1c(C(=O)Cl)cccc1[N+](=O)[O-], N#C[Cu]. Product: COC(=O)c1c(C(C)=O)cccc1[N+](=O)[O-]. As a reaction SMILES: [Br-:4].[CH2:23]1[O:24][CH2:25][CH2:26][CH2:27]1.[CH3:5][Mg+:6].[CH3:7][O:8][C:9]([c:10]1[c:11]([C:19](=[O:20])[Cl:21])[cH:12][cH:13][cH:14][c:15]1[N+:16](=[O:17])[O-:18])=[O:22].[Cu:1][C:2]#[N:3]>>[CH3:2][C:19]([c:11]1[c:10]([C:9]([O:8][CH3:7])=[O:22])[c:15]([N+:16](=[O:17])[O-:18])[cH:14][cH:13][cH:12]1)=[O:20]. Starting materials: CN(C)C=O, NCc1ccccc1, [OH-], [OH-], [Pb+2], [Pt], O=Cc1cccnc1. Product: O=C(NCc1ccccc1)c1cccnc1. As a reaction SMILES: [CH3:21][N:22]([CH3:23])[CH:24]=[O:25].[NH2:9][CH2:10][c:11]1[cH:12][cH:13][cH:14][cH:15][cH:16]1.[OH-:17].[OH-:19].[Pb+2:18].[Pt:20].[n:1]1[cH:2][c:3]([CH:7]=[O:8])[cH:4][cH:5][cH:6]1>>[n:1]1[cH:2][c:3]([C:7](=[O:8])[NH:9][CH2:10][c:11]2[cH:12][cH:13][cH:14][cH:15][cH:16]2)[cH:4][cH:5][cH:6]1. The reactants are COC(C1=CC=C(C=C1)NC=1C2=C(N=CN1)NC=C2C(C2=C(C(=CC=C2F)NS(=O)(=O)CCC)F)=O)=O (4-{5-[2,6-Difluoro-3-(propane-1-sulfonylamino)-benzoyl]-7H-pyrrolo[2,3-d]pyrimidin-4-ylamino}-benzoic acid methyl ester), Cl (hydrochloric acid), CO (methanol), [OH-].[Na+] (sodium hydroxide). Solvent: O1CCCC1 (tetrahydrofuran). Reaction conditions: time 48 hour. Yields the product FC1=C(C(=O)C2=CNC=3N=CN=C(C32)NC3=CC=C(C(=O)O)C=C3)C(=CC=C1NS(=O)(=O)CCC)F (4-{5-[2,6-difluoro-3-(propane-1-sulfonylamino)-benzoyl]-7H-pyrrolo[2,3-d]pyrimidin-4-ylamino}-benzoic acid). Yield: 97.0%. Reaction SMILES: C[O:2][C:3](=[O:37])[C:4]1[CH:9]=[CH:8][C:7]([NH:10][C:11]2[C:12]3[C:19]([C:20](=[O:36])[C:21]4[C:26]([F:27])=[CH:25][CH:24]=[C:23]([NH:28][S:29]([CH2:32][CH2:33][CH3:34])(=[O:31])=[O:30])[C:22]=4[F:35])=[CH:18][NH:17][C:13]=3[N:14]=[CH:15][N:16]=2)=[CH:6][CH:5]=1.CO.[OH-].[Na+].Cl>O1CCCC1>[F:35][C:22]1[C:23]([NH:28][S:29]([CH2:32][CH2:33][CH3:34])(=[O:31])=[O:30])=[CH:24][CH:25]=[C:26]([F:27])[C:21]=1[C:20]([C:19]1[C:12]2[C:11]([NH:10][C:7]3[CH:6]=[CH:5][C:4]([C:3]([OH:37])=[O:2])=[CH:9][CH:8]=3)=[N:16][CH:15]=[N:14][C:13]=2[NH:17][CH:18]=1)=[O:36] |f:2.3|. Procedure: 4-{5-[2,6-Difluoro-3-(propane-1-sulfonylamino)-benzoyl]-7H-pyrrolo[2,3-d]pyrimidin-4-ylamino}-benzoic acid methyl ester (P-1162, 26 mg, 0.05 mmol) is combined with 1 mL of methanol is added, 0.5 mL of tetrahydrofuran, and 0.5 mL of 2 M sodium hydroxide. The reaction is stirred at room temperature for 48 hours, then neutralized with 1 M hydrochloric acid and the volatile solvents are removed under vacuum. The remaining aqueous suspension is filtered to collect the solids, which are dried under va... RXN SMILES: [Br:1][c:2]1[cH:3][c:4]([F:11])[c:5]([N+:8](=[O:9])[O-:10])[cH:6][cH:7]1.[CH3:13][CH2:14][O-:15].[CH3:16][CH2:17][OH:18].[Cl:19][CH2:20][Cl:21].[Na+:12]>>[Br:1][c:2]1[cH:3][c:4]([O:15][CH2:14][CH3:13])[c:5]([N+:8](=[O:9])[O-:10])[cH:6][cH:7]1. Product: CCOc1cc(Br)ccc1[N+](=O)[O-]. Starting materials: O=[N+]([O-])c1ccc(Br)cc1F, CC[O-], CCO, ClCCl, [Na+].